From a dataset of the Open Reaction Database (ORD), a public repository of structured organic reaction records. describe an organic reaction: reactants, conditions, products, and yield The reactants are Cl (hydrochloride), C(C)(C)(C)OC(=O)N1CCN(CC1)C=1SC(=CN1)C1=CC(=NC=C1)C (1-(t-butoxycarbonyl)-4-[5-(2-methylpyridin-4-yl)thiazol-2-yl]piperazine). The solvent is CO (methanol). Reaction conditions: time 10 minute. Yields the product Cl.CC1=NC=CC(=C1)C1=CN=C(S1)N1CCNCC1 (1-[5-(2-methylpyridin-4-yl)thiazol-2-yl]piperazine hydrochloride). As a reaction SMILES: [ClH:1].C(OC([N:9]1[CH2:14][CH2:13][N:12]([C:15]2[S:16][C:17]([C:20]3[CH:25]=[CH:24][N:23]=[C:22]([CH3:26])[CH:21]=3)=[CH:18][N:19]=2)[CH2:11][CH2:10]1)=O)(C)(C)C>CO>[ClH:1].[CH3:26][C:22]1[CH:21]=[C:20]([C:17]2[S:16][C:15]([N:12]3[CH2:13][CH2:14][NH:9][CH2:10][CH2:11]3)=[N:19][CH:18]=2)[CH:25]=[CH:24][N:23]=1 |f:3.4|. Procedure details: A saturated solution of hydrochloride in methanol (12 ml) was added to 1-(t-butoxycarbonyl)-4-[5-(2-methylpyridin-4-yl)thiazol-2-yl]piperazine (400 mg) at room temperature. After stirring for 10 minutes, the reaction mixture was concentrated under reduced pressure, whereby 1-[5-(2-methylpyridin-4-yl)thiazol-2-yl]piperazine hydrochloride was obtained as a white solid. In a solution of the resulting hydrochloride in methylene chloride (12 ml) was dissolved 5-chloro-1-phenylsulfonylindol-2-sulfonyl... The reactants are NCC1CC(CCC1)CNC1=NC(=NC2=CC=C(C=C12)C=CC(=O)N(C)C)C=CC1=CC=C(C=C1)OCC1=CC=CC=C1 (3-{4-[(3-aminomethyl-cyclohexylmethyl)-amino]-2-[2-(4-benzyloxy-phenyl)-vinyl]-quinazolin-6-yl}-N,N-dimethyl-acrylamide), C(C=C)[Sn](CCCC)(CCCC)CCCC (allyltributyltin), C(=O)(C(F)(F)F)O (TFA), C(C=C)C=1C=C2C=NC=NC2=CC1 (6-allylquinazoline), mixture. The reagents and catalysts are C=1C=CC(=CC1)[P](C=2C=CC=CC2)(C=3C=CC=CC3)[Pd]([P](C=4C=CC=CC4)(C=5C=CC=CC5)C=6C=CC=CC6)([P](C=7C=CC=CC7)(C=8C=CC=CC8)C=9C=CC=CC9)[P](C=1C=CC=CC1)(C=1C=CC=CC1)C=1C=CC=CC1 (Pd(PPh3)4). Run in O (H2O), CN(C)C=O (DMF), ClCCl (dichloromethane). Conditions: time 24 hour. Yields the product C(C=C)C=1C=C2C(=NC(=NC2=CC1)C=CC1=CC=C(C=C1)OCC1=CC=CC=C1)NCC1CC(CCC1)CN ({6-allyl-2-[2-(4-benzyloxy-phenyl)-vinyl]-quinazolin-4-yl}-(3-aminomethyl-cyclohexylmethyl)-amine). As a reaction SMILES: [NH2:1][CH2:2][CH:3]1[CH2:8][CH2:7][CH2:6][CH:5]([CH2:9][NH:10][C:11]2[C:20]3[C:15](=[CH:16][CH:17]=[C:18]([CH:21]=[CH:22][C:23](N(C)C)=O)[CH:19]=3)[N:14]=[C:13]([CH:28]=[CH:29][C:30]3[CH:35]=[CH:34][C:33]([O:36][CH2:37][C:38]4[CH:43]=[CH:42][CH:41]=[CH:40][CH:39]=4)=[CH:32][CH:31]=3)[N:12]=2)[CH2:4]1.C([Sn](CCCC)(CCCC)CCCC)C=C.C(C1C=C2C(=CC=1)N=CN=C2)C=C.C(O)(C(F)(F)F)=O>C1C=CC([P]([Pd]([P](C2C=CC=CC=2)(C2C=CC=CC=2)C2C=CC=CC=2)([P](C2C=CC=CC=2)(C2C=CC=CC=2)C2C=CC=CC=2)[P](C2C=CC=CC=2)(C2C=CC=CC=2)C2C=CC=CC=2)(C2C=CC=CC=2)C2C=CC=CC=2)=CC=1.ClCCl.O.CN(C=O)C>[CH2:21]([C:18]1[CH:19]=[C:20]2[C:15](=[CH:16][CH:17]=1)[N:14]=[C:13]([CH:28]=[CH:29][C:30]1[CH:35]=[CH:34][C:33]([O:36][CH2:37][C:38]3[CH:39]=[CH:40][CH:41]=[CH:42][CH:43]=3)=[CH:32][CH:31]=1)[N:12]=[C:11]2[NH:10][CH2:9][CH:5]1[CH2:6][CH2:7][CH2:8][CH:3]([CH2:2][NH2:1])[CH2:4]1)[CH:22]=[CH2:23] |^1:83,85,104,123|. Procedure details: Solid supported 6-iodoquinazoline (2) [synthesized according to example 5] (0.054 mmol, 0.54 mmol/g), allyltributyltin (140 mg, 0.5 mmol), Pd(PPh3)4 (20 mg), and 2 ml DMF are placed in a fritted polypropylene tube. The mixture is agitated at 80° got 24 h. After cooling to rt, the mixture is customary worked up for solid phase reactions. The solid supported 6-allylquinazoline and 2 ml of a mixture of H2O, TFA and dichloromethane (1:49:50) is placed in a fritted polypropylene tube. The contents ar... Procedure: Following the general procedure of Example 4, 3-acetyl-8-methoxy-7-methylthio-2,3,4,5-tetrahydro-1H3-benzazepine is reacted with one equivalent of 3-chloroperbenzoic acid to give 3-acetyl-8-methoxy-7-methylsulfinyl-2,3,4,5-tetrahydro-1H-3-benzazepine. Following the procedure of Example 4, 3-acetyl-8-methoxy-7-methylsulfinyl-2,3,4,5-tetrahydro-1H-3-benzazepine is reacted with 3N hydrochloric acid to give 8-methoxy-7-methylsulfinyl-2,3,4,5-tetrahydro-1H-3-benzazepine hydrochloride. This methoxy co... As a reaction SMILES: [C:1]([N:4]1[CH2:10][CH2:9][C:8]2[CH:11]=[C:12]([O:17][CH3:18])[C:13]([S:15][CH3:16])=[CH:14][C:7]=2[CH2:6][CH2:5]1)(=[O:3])[CH3:2].ClC1C=CC=C(C(OO)=[O:27])C=1>>[C:1]([N:4]1[CH2:10][CH2:9][C:8]2[CH:11]=[C:12]([O:17][CH3:18])[C:13]([S:15]([CH3:16])=[O:27])=[CH:14][C:7]=2[CH2:6][CH2:5]1)(=[O:3])[CH3:2]. The product is C(C)(=O)N1CCC2=C(CC1)C=C(C(=C2)S(=O)C)OC (3-acetyl-8-methoxy-7-methylsulfinyl-2,3,4,5-tetrahydro-1H-3-benzazepine). Starting materials: C(C)(=O)N1CCC2=C(CC1)C=C(C(=C2)SC)OC (3-acetyl-8-methoxy-7-methylthio-2,3,4,5-tetrahydro-1H3-benzazepine), ClC1=CC(=CC=C1)C(=O)OO (3-chloroperbenzoic acid). Reactants: CCOC(=O)C(CC(C)C)c1ccc(Cl)cc1, C[O-], C[O-], CO, [Mg+2], NC(N)=O. The product is CC(C)CC(C(=O)NC(N)=O)c1ccc(Cl)cc1. Reaction SMILES: [CH2:1]([O:2][C:4]([CH:5]([CH2:6][CH:7]([CH3:8])[CH3:9])[c:10]1[cH:11][cH:12][c:13]([Cl:16])[cH:14][cH:15]1)=[O:17])[CH3:3].[CH3:22][O-:23].[CH3:25][O-:26].[CH3:27][OH:28].[Mg+2:24].[NH2:18][C:19]([NH2:20])=[O:21]>>[C:4]([CH:5]([CH2:6][CH:7]([CH3:8])[CH3:9])[c:10]1[cH:11][cH:12][c:13]([Cl:16])[cH:14][cH:15]1)(=[O:17])[NH:18][C:19]([NH2:20])=[O:21]. Reactants: FC1=C(C=C(C(=O)CC(=O)OC)C=C1)C (methyl 4-fluoro-3-methylbenzoylacetate), ClC(=O)OCC.N1=CC=CC=C1.C(Cl)Cl (ClCOOEt pyridine CH2Cl2), C(=O)(O)[O-].[Na+] (NaHCO3). Reaction conditions: time 5 day. The product is CC(C(C(=O)OC)C(C1=CC(=C(C=C1)F)C)=O)(CC(C)=O)C (Methyl 3,3-dimethyl-2-(4-fluoro-3-methylbenzoyl)-5-oxohexanoate). As a reaction SMILES: [F:1][C:2]1[CH:14]=[CH:13][C:5]([C:6]([CH2:8][C:9]([O:11][CH3:12])=[O:10])=[O:7])=[CH:4][C:3]=1[CH3:15].ClC([O:19][CH2:20][CH3:21])=O.N1[CH:27]=[CH:26][CH:25]=CC=1.[CH2:28](Cl)Cl.C([O-])(O)=O.[Na+]>>[CH3:28][C:26]([CH3:25])([CH2:27][C:20](=[O:19])[CH3:21])[CH:8]([C:6](=[O:7])[C:5]1[CH:13]=[CH:14][C:2]([F:1])=[C:3]([CH3:15])[CH:4]=1)[C:9]([O:11][CH3:12])=[O:10] |f:1.2.3,4.5|. Procedure details: A mixture of methyl 4-fluoro-3-methylbenzoylacetate (1a) (26.95 g, 0.128 mol) and mesityl oxide (2) (19.3 g, 0.192 mol) was kept at 0°-5° C. for 5 days, poured onto cold saturated NaHCO3 and extracted with ether. The combined extracts were washed with H2O and brine and dried (MgSO4) Removal of the volatiles in vacuo furnished 3a which was used without further purification. The reactants are FC1=C(N)C=CC(=C1F)F (2,3,4-Trifluoroaniline), [Sn](Cl)Cl (tin (II) chloride), N(=O)[O-].[Na+] (sodium nitrite). Solvent: Cl (hydrochloric acid), Cl (hydrochloric acid). Reported procedure: 2,3,4-Trifluoroaniline (25 g) was added to concentrated hydrochloric acid (125 ml), and an aqueous solution (20 ml) of sodium nitrite (12.9 g) was added dropwise under ice-cooling. A solution of tin (II) chloride (114.6 g) in concentrated hydrochloric acid (50 ml) was separately prepared and it was added dropwise to the reaction solution. The precipitated solid was collected by filtration, added to an aqueous solution of sodium hydroxide and the aqueous solution was extracted with toluene to giv... As a reaction SMILES: [F:1][C:2]1[C:8]([F:9])=[C:7]([F:10])[CH:6]=[CH:5][C:3]=1[NH2:4].[N:11]([O-])=O.[Na+].[Sn](Cl)Cl>Cl>[F:1][C:2]1[C:8]([F:9])=[C:7]([F:10])[CH:6]=[CH:5][C:3]=1[NH:4][NH2:11] |f:1.2|. Isolated yield 33.8%. The product is FC1=C(C=CC(=C1F)F)NN (2,3,4-trifluorophenylhydrazine).